This data is from the Open Reaction Database (ORD), a public repository of structured organic reaction records. The task is: describe an organic reaction: reactants, conditions, products, and yield The reactants are ClCOC1=C(C=CC=C1)C1=CC=CC=C1 (2-(chloromethoxy)-1,1'-biphenyl), [S-]C#N.[K+] (potassium thiocyanate). Solvent: CC(=O)C (acetone), ice water. The product is N(=C=S)COC1=C(C=CC=C1)C1=CC=CC=C1 (2-(isothiocyanatomethoxy)-1,1'-biphenyl). The yield is 65.2%. Reaction SMILES: Cl[CH2:2][O:3][C:4]1[CH:9]=[CH:8][CH:7]=[CH:6][C:5]=1[C:10]1[CH:15]=[CH:14][CH:13]=[CH:12][CH:11]=1.[S-:16][C:17]#[N:18].[K+]>CC(C)=O>[N:18]([CH2:2][O:3][C:4]1[CH:9]=[CH:8][CH:7]=[CH:6][C:5]=1[C:10]1[CH:15]=[CH:14][CH:13]=[CH:12][CH:11]=1)=[C:17]=[S:16] |f:1.2|. Procedure: Twenty grams (0.091 mole) of 2-(chloromethoxy)-1,1'-biphenyl was thereafter dissolved in 200 ml anhydrous acetone. To this solution was added 9.72 g (0.100 mole) potassium thiocyanate. The resulting mixture was stirred and refluxed for 6.5 hours, whereupon it was diluted with 500 ml ice water and extracted with ether. The extracts were dried with MgSO4 and concentrated to give an orange oil which was distilled in vacuo to give 14.32 g of 2-(isothiocyanatomethoxy)-1,1'-biphenyl as a pale yellow o... The reactants are [OH-].[Na+] (sodium hydroxide), ClC=1C=C(C=CC1)C1C(=C(NC(N1CC(=O)OCC)=O)C)C(NCCC(C1=CC=CC=C1)C1=CC=CC=C1)=O (ethyl [6-(3-chlorophenyl)-5-(3,3-diphenylpropylcarbamoyl)-4-methyl-2-oxo-3,6-dihydro-2H-pyrimidine-1-yl]acetate), Cl (hydrochloric acid). Solvent: CO (methanol). Reaction conditions: time 12 hour. The product is ClC=1C=C(C=CC1)C1C(=C(NC(N1CC(=O)O)=O)C)C(NCCC(C1=CC=CC=C1)C1=CC=CC=C1)=O ([6-(3-chlorophenyl)-5-(3,3-diphenylpropylcarbamoyl)-4-methyl-2-oxo-3,6-dihydro-2H-pyrimidine-1-yl]acetic acid). Reaction SMILES: [Cl:1][C:2]1[CH:3]=[C:4]([CH:8]2[N:13]([CH2:14][C:15]([O:17]CC)=[O:16])[C:12](=[O:20])[NH:11][C:10]([CH3:21])=[C:9]2[C:22](=[O:39])[NH:23][CH2:24][CH2:25][CH:26]([C:33]2[CH:38]=[CH:37][CH:36]=[CH:35][CH:34]=2)[C:27]2[CH:32]=[CH:31][CH:30]=[CH:29][CH:28]=2)[CH:5]=[CH:6][CH:7]=1.[OH-].[Na+].Cl>CO>[Cl:1][C:2]1[CH:3]=[C:4]([CH:8]2[N:13]([CH2:14][C:15]([OH:17])=[O:16])[C:12](=[O:20])[NH:11][C:10]([CH3:21])=[C:9]2[C:22](=[O:39])[NH:23][CH2:24][CH2:25][CH:26]([C:33]2[CH:34]=[CH:35][CH:36]=[CH:37][CH:38]=2)[C:27]2[CH:32]=[CH:31][CH:30]=[CH:29][CH:28]=2)[CH:5]=[CH:6][CH:7]=1 |f:1.2|. Procedure: 59.7 mg (0.109 mmol) of ethyl [6-(3-chlorophenyl)-5-(3,3-diphenylpropylcarbamoyl)-4-methyl-2-oxo-3,6-dihydro-2H-pyrimidine-1-yl]acetate was dissolved in 10 ml of methanol. 0.219 ml of 1 N aqueous sodium hydroxide solution was added to the obtained solution at room temperature, and they were stirred for 12 hours. 1 N hydrochloric acid was added to the reaction mixture. Methanol was evaporated under reduced pressure. Water was added to the residue, and precipitates thus formed were taken by the fi...